This data is from the Open Reaction Database (ORD), a public repository of structured organic reaction records. The task is: describe an organic reaction: reactants, conditions, products, and yield The reactants are [BH3-]C#N, C1CCOC1, CO, O=CCC(CC(=O)N1CCc2ccccc2C1)c1ccc(Cl)c(Cl)c1, Cl, [Na+], OC1(c2ccccc2)CCNCC1. The product is O=C(CC(CCN1CCC(O)(c2ccccc2)CC1)c1ccc(Cl)c(Cl)c1)N1CCc2ccccc2C1. Reaction SMILES: [C:40]([BH3-:41])#[N:42].[CH2:46]1[O:47][CH2:48][CH2:49][CH2:50]1.[CH3:44][OH:45].[Cl:1][c:2]1[cH:3][c:4]([CH:9]([CH2:10][C:11](=[O:12])[N:13]2[CH2:14][c:15]3[cH:16][cH:17][cH:18][cH:19][c:20]3[CH2:21][CH2:22]2)[CH2:23][CH:24]=[O:25])[cH:5][cH:6][c:7]1[Cl:8].[ClH:39].[Na+:43].[c:26]1([C:32]2([OH:38])[CH2:33][CH2:34][NH:35][CH2:36][CH2:37]2)[cH:27][cH:28][cH:29][cH:30][cH:31]1>>[Cl:1][c:2]1[cH:3][c:4]([CH:9]([CH2:10][C:11](=[O:12])[N:13]2[CH2:14][c:15]3[cH:16][cH:17][cH:18][cH:19][c:20]3[CH2:21][CH2:22]2)[CH2:23][CH2:24][N:35]2[CH2:34][CH2:33][C:32]([c:26]3[cH:27][cH:28][cH:29][cH:30][cH:31]3)([OH:38])[CH2:37][CH2:36]2)[cH:5][cH:6][c:7]1[Cl:8]. Reactants: [Al+3], C1CCOC1, CCOCC, Cl, [H-], [H-], [H-], [H-], [Li+], [Na+], O=C(CC(F)(F)F)N1CCc2c(ncnc2Nc2ccc3c(c2)OCCO3)C1, [OH-], O. The product is Cl, FC(F)(F)CCN1CCc2c(ncnc2Nc2ccc3c(c2)OCCO3)C1. RXN SMILES: [Al+3:30].[CH2:38]1[O:39][CH2:40][CH2:41][CH2:42]1.[CH3:43][CH2:44][O:45][CH2:46][CH3:47].[ClH:37].[H-:29].[H-:32].[H-:33].[H-:34].[Li+:31].[Na+:36].[O:1]1[c:2]2[c:3]([cH:7][c:8]([NH:11][c:12]3[c:13]4[c:14]([n:15][cH:16][n:17]3)[CH2:18][N:19]([C:22]([CH2:23][C:24]([F:25])([F:26])[F:27])=[O:28])[CH2:20][CH2:21]4)[cH:9][cH:10]2)[O:4][CH2:5][CH2:6]1.[OH-:35].[OH2:48]>>[ClH:37].[O:1]1[c:2]2[c:3]([cH:7][c:8]([NH:11][c:12]3[c:13]4[c:14]([n:15][cH:16][n:17]3)[CH2:18][N:19]([CH2:22][CH2:23][C:24]([F:25])([F:26])[F:27])[CH2:20][CH2:21]4)[cH:9][cH:10]2)[O:4][CH2:5][CH2:6]1. Starting materials: C(C=CC1=CC=CC=C1)(=O)OC1=C(C(=C(C(=C1)Cl)OC1=CC(=C(C=C1)N)Br)Cl)CC (Ethyl(3,5-dichloro-4-[4-amino-3-bromophenoxy]phenyl) cinnamate), C(C(C)C)(=O)Cl (isobutyryl chloride). The product is C(C)(=O)OC1=C(C(=C(C(=C1)Cl)OC1=CC(=C(C=C1)NC(C(C)C)=O)Br)Cl)CC (ethyl(3,5-dichloro-4-[3-bromo-4-isobutyramidophenoxy]phenyl) acetate). Yield: 103.7%. Reaction SMILES: [C:1]([O:11][C:12]1[CH:17]=[C:16]([Cl:18])[C:15]([O:19][C:20]2[CH:25]=[CH:24][C:23]([NH2:26])=[C:22]([Br:27])[CH:21]=2)=[C:14]([Cl:28])[C:13]=1[CH2:29][CH3:30])(=[O:10])[CH:2]=CC1C=CC=CC=1.[C:31](Cl)(=[O:35])[CH:32]([CH3:34])[CH3:33]>>[C:1]([O:11][C:12]1[CH:17]=[C:16]([Cl:18])[C:15]([O:19][C:20]2[CH:25]=[CH:24][C:23]([NH:26][C:31](=[O:35])[CH:32]([CH3:34])[CH3:33])=[C:22]([Br:27])[CH:21]=2)=[C:14]([Cl:28])[C:13]=1[CH2:29][CH3:30])(=[O:10])[CH3:2]. Procedure details: Ethyl(3,5-dichloro-4-[4-amino-3-bromophenoxy]phenyl) cinnamate (70 mg) was coupled with isobutyryl chloride (30 mg), using the method described in Example 1(h). After purification on column (silica gel, ethyl acetate/petrolium ether, 1:9), 70 mg of ethyl(3,5-dichloro-4-[3-bromo-4-isobutyramidophenoxy]phenyl) acetate was obtained, which was hydrolysed using the method described in Example 1(i). This gave 50 mg of 3,5-dichloro-4-(3-bromo-4-isobutyramidophenoxy)phenylacetic acid. Starting materials: O=Cc1cc(C#Cc2cccc(Br)c2)c[nH]1, CS(C)=O, CCOC(C)=O, O, Cl[Pd]Cl. The product is O=Cc1cc(C(=O)C(=O)c2cccc(Br)c2)c[nH]1. Reaction SMILES: [Br:5][c:6]1[cH:7][c:8]([C:12]#[C:13][c:14]2[cH:15][c:16]([CH:19]=[O:20])[nH:17][cH:18]2)[cH:9][cH:10][cH:11]1.[CH3:1][S:2]([CH3:3])=[O:4].[CH3:21][CH2:22][O:23][C:24](=[O:25])[CH3:26].[OH2:27].[Pd:28]([Cl:29])[Cl:30]>>[Br:5][c:6]1[cH:7][c:8]([C:12]([C:13]([c:14]2[cH:15][c:16]([CH:19]=[O:20])[nH:17][cH:18]2)=[O:27])=[O:23])[cH:9][cH:10][cH:11]1. The reactants are C(C)(C)(C)OC(=O)NCC1=NC=C(C(=O)OC)C=C1 (methyl 6-(tert-butyloxycarbonylaminomethyl)nicotinate), O (water), O.[OH-].[Li+] (lithium hydroxide monohydrate). Reported procedure: To a solution of methyl 6-(tert-butyloxycarbonylaminomethyl)nicotinate from Example G3 (1.56 g, 5.84 mmol) in THF (20 ml) and water (5 ml) was added lithium hydroxide monohydrate (0.37 g, 8.76 mmol). The mixture was stirred at room temperature for 18 h and then concentrated in vacuo. The aqueous residue was acidified by addition of 1M citric acid solution and extracted with chloroform/IPA (3 times). The combined organic extracts were washed with brine, dried over MgSO4, and evaporated in vacuo t... Product: C(C)(C)(C)OC(=O)NCC1=NC=C(C(=O)O)C=C1 (6-(tert-Butyloxycarbonylaminomethyl)nicotinic acid). Conditions: time 18 hour. RXN SMILES: [C:1]([O:5][C:6]([NH:8][CH2:9][C:10]1[CH:19]=[CH:18][C:13]([C:14]([O:16]C)=[O:15])=[CH:12][N:11]=1)=[O:7])([CH3:4])([CH3:3])[CH3:2].O.O.[OH-].[Li+]>C1COCC1>[C:1]([O:5][C:6]([NH:8][CH2:9][C:10]1[CH:19]=[CH:18][C:13]([C:14]([OH:16])=[O:15])=[CH:12][N:11]=1)=[O:7])([CH3:4])([CH3:2])[CH3:3] |f:2.3.4|. The solvent is C1CCOC1 (THF). As a reaction SMILES: [CH2:1]([NH:7][C@H:8]1[CH2:13][CH2:12][C@H:11]([C:14]2[CH:19]=[CH:18][CH:17]=[CH:16][CH:15]=2)[CH2:10][CH2:9]1)[CH2:2][CH2:3][CH2:4][CH2:5][CH3:6].[Cl:20][C:21]1[CH:29]=[CH:28][C:24]([C:25](Cl)=[O:26])=[CH:23][CH:22]=1>>[Cl:20][C:21]1[CH:29]=[CH:28][C:24]([C:25]([N:7]([C@H:8]2[CH2:13][CH2:12][C@H:11]([C:14]3[CH:15]=[CH:16][CH:17]=[CH:18][CH:19]=3)[CH2:10][CH2:9]2)[CH2:1][CH2:2][CH2:3][CH2:4][CH2:5][CH3:6])=[O:26])=[CH:23][CH:22]=1. The reactants are C(CCCCC)N[C@@H]1CC[C@H](CC1)C1=CC=CC=C1 (trans-N-hexyl-4-phenylcyclohexylamine), ClC1=CC=C(C(=O)Cl)C=C1 (4-chlorobenzoylchloride). The product is ClC1=CC=C(C(=O)N(CCCCCC)[C@@H]2CC[C@H](CC2)C2=CC=CC=C2)C=C1 (trans-N-(4-chlorobenzoyl)-N-hexyl-4-phenylcyclohexylamine). Procedure: from trans-N-hexyl-4-phenylcyclohexylamine and 4-chlorobenzoylchloride. Melting point: 105° C. Starting materials: C(#N)C1=CC=C(C=O)C=C1 (4-cyanobenzaldehyde), C1(CCCCCC1)=O (cycloheptanone). The solvent is P(O)(O)(O)=O (phosphoric acid). Run at temperature 100 celsius. Yields the product C(#N)C1=CC=C(C=C1)C=C1C(CCCCC1)=O ((4-cyanophenylmethylene)cycloheptanone). As a reaction SMILES: [C:1]([C:3]1[CH:10]=[CH:9][C:6]([CH:7]=O)=[CH:5][CH:4]=1)#[N:2].[C:11]1(=[O:18])[CH2:17][CH2:16][CH2:15][CH2:14][CH2:13][CH2:12]1>P(=O)(O)(O)O>[C:1]([C:3]1[CH:10]=[CH:9][C:6]([CH:7]=[C:12]2[CH2:13][CH2:14][CH2:15][CH2:16][CH2:17][C:11]2=[O:18])=[CH:5][CH:4]=1)#[N:2]. Procedure details: A mixture of 20.0 g of 4-cyanobenzaldehyde, 30.5 g of cycloheptanone, and 200 mL of 85% phosphoric acid is heated for 1.5 h at 100° C. The mixture is cooled to room temperature, and filtered. The filtrate is poured into water (800 mL), and the precipitate is filtered, washed with water, and dried. The solid is purified by flash chromatography eluting with a mixture of ether:hexane, 1:2 to afford (4-cyanophenylmethylene)cycloheptanone. Reactants: N([C@H](CC1=CC=CC=C1)C(=O)N1[C@H](C(=O)OC(C)(C)C)CCC1)C(=O)OCC1=CC=CC=C1 (Cbz-D-Phe-Pro-O-t-Bu). Reagents/catalysts: [Pd] (Pd/C). The solvent is C(C)O (ethanol). Reaction conditions: time 16 hour. Product: N[C@H](CC1=CC=CC=C1)C(=O)N1[C@H](C(=O)OC(C)(C)C)CCC1 (D-Phe-Pro-O-t-Bu). The yield is 85.9%. RXN SMILES: [NH:1](C(OCC1C=CC=CC=1)=O)[C@@H:2]([C:10]([N:12]1[CH2:23][CH2:22][CH2:21][C@H:13]1[C:14]([O:16][C:17]([CH3:20])([CH3:19])[CH3:18])=[O:15])=[O:11])[CH2:3][C:4]1[CH:9]=[CH:8][CH:7]=[CH:6][CH:5]=1>C(O)C.[Pd]>[NH2:1][C@@H:2]([C:10]([N:12]1[CH2:23][CH2:22][CH2:21][C@H:13]1[C:14]([O:16][C:17]([CH3:18])([CH3:19])[CH3:20])=[O:15])=[O:11])[CH2:3][C:4]1[CH:5]=[CH:6][CH:7]=[CH:8][CH:9]=1. Procedure: To a solution of Cbz-D-Phe-Pro-O-t-Bu (29 g, 64 mmol) in ethanol (500 mL) was added 5% Pd/C (14.5 g). The mixture was shaken on a hydrogenation apparatus for 16 h under 60 psi H2. The solution was then filtered through a pad of Celite® and concentrated in vacuo to give 17.5 g (86%) of thick oil. Reactants: CCCc1oc(-c2ccc(-c3ccccc3)cc2)nc1CCOc1ccc(OC(C)(C)C(=O)OC)cc1, CCO, [Na+], [OH-]. Yields the product CCCc1oc(-c2ccc(-c3ccccc3)cc2)nc1CCOc1ccc(OC(C)(C)C(=O)O)cc1. Reaction SMILES: [CH3:1][O:2][C:3]([C:4]([CH3:5])([CH3:6])[O:7][c:8]1[cH:9][cH:10][c:11]([O:14][CH2:15][CH2:16][c:17]2[n:18][c:19](-[c:25]3[cH:26][cH:27][c:28](-[c:31]4[cH:32][cH:33][cH:34][cH:35][cH:36]4)[cH:29][cH:30]3)[o:20][c:21]2[CH2:22][CH2:23][CH3:24])[cH:12][cH:13]1)=[O:37].[CH3:40][CH2:41][OH:42].[Na+:39].[OH-:38]>>[O:2]=[C:3]([C:4]([CH3:5])([CH3:6])[O:7][c:8]1[cH:9][cH:10][c:11]([O:14][CH2:15][CH2:16][c:17]2[n:18][c:19](-[c:25]3[cH:26][cH:27][c:28](-[c:31]4[cH:32][cH:33][cH:34][cH:35][cH:36]4)[cH:29][cH:30]3)[o:20][c:21]2[CH2:22][CH2:23][CH3:24])[cH:12][cH:13]1)[OH:37].